Dataset: the Open Reaction Database (ORD), a public repository of structured organic reaction records. Task: describe an organic reaction: reactants, conditions, products, and yield Reactants: ClCC(C(=O)N1CCCC1)(C)C (3-chloro-2,2-dimethyl-1-pyrrolidin-1-yl-propan-1-one), [H-].[Al+3].[Li+].[H-].[H-].[H-] (lithium aluminium hydride), [Na] (sodium), O (water), O (Water). The solvent is C1CCOC1 (THF), C1CCOC1 (THF). Conditions: time 8 hour. Product: ClCC(CN1CCCC1)(C)C (1-(3-Chloro-2,2-dimethyl-propyl)-pyrrolidine). As a reaction SMILES: [Cl:1][CH2:2][C:3]([CH3:12])([CH3:11])[C:4]([N:6]1[CH2:10][CH2:9][CH2:8][CH2:7]1)=O.[H-].[Al+3].[Li+].[H-].[H-].[H-].O.[Na]>C1COCC1>[Cl:1][CH2:2][C:3]([CH3:12])([CH3:11])[CH2:4][N:6]1[CH2:10][CH2:9][CH2:8][CH2:7]1 |f:1.2.3.4.5.6,^1:19|. Reported procedure: 3-Chloro-2,2-dimethyl-propionyl chloride (0.5 g, 3.2 mmol) was stirred in dichloromethane (20 mL) at RT with triethylamine (0.9 mL, 6.4 mmol). The reaction mixture was cooled to 5° C. and then pyrrolidine (0.32 mL, 3.9 mmol), was added drop wise. After addition the reaction was stirred at RT for 1 hr, and then the reaction mixture was washed with saturated sodium hydrogen carbonate solution (2×50 mL), brine (50 ml), dried (Na2SO4) and concentrated in vacuo to afford 3-chloro-2,2-dimethyl-1-pyrro... Starting materials: N1=CC(=CC=C1)NC(OCC)=O (ethyl pyridin-3-yl-carbamate), COCC1OC(OC1)=O (4-methoxymethyl-1,3-dioxolan-2-one), C([O-])([O-])=O.[K+].[K+] (potassium carbonate), C(C)(=O)OCC (ethyl acetate). Solvent: O (water). Yields the product COCC1CN(C(O1)=O)C=1C=NC=CC1 ((RS)-5-methoxymethyl-3-pyridin-3-yl-oxazolidin-2-one). The yield is 83.6%. Reaction SMILES: [N:1]1[CH:6]=[CH:5][CH:4]=[C:3]([NH:7]C(=O)OCC)[CH:2]=1.[CH3:13][O:14][CH2:15][CH:16]1[CH2:20][O:19][C:18](=O)[O:17]1.C(=O)([O-])[O-].[K+].[K+].C(OCC)(=O)C>O>[CH3:13][O:14][CH2:15][CH:16]1[O:17][C:18](=[O:19])[N:7]([C:3]2[CH:2]=[N:1][CH:6]=[CH:5][CH:4]=2)[CH2:20]1 |f:2.3.4|. Procedure details: A mixture of 16.8 g of ethyl pyridin-3-yl-carbamate, 20 g of 4-methoxymethyl-1,3-dioxolan-2-one and 2.8 g of potassium carbonate was heated to 160° for 3 h. The mixture was cooled and treated with ethyl acetate and water. The phases were separated, the aqueous phase was extracted with ethyl acetate and the organic phase was washed with saturated sodium chloride solution. The organic phases were combined, dried with magnesium sulfate and concentrated. Chromatography of the residue (21 g) on silic... Starting materials: CC(C)=O, C=COC(=O)N1CC2CC3C4CC(F)C5=CC(=O)C=CC5(C)C4(F)C(O)CC3(C)C2(C(=O)COS(C)(=O)=O)C1, [I-], [Na+]. Product: C=COC(=O)N1CC2CC3C4CC(F)C5=CC(=O)C=CC5(C)C4(F)C(O)CC3(C)C2(C(C)=O)C1. Reaction SMILES: [CH3:42][C:43](=[O:44])[CH3:45].[CH:1](=[CH2:2])[O:3][C:4](=[O:5])[N:6]1[CH2:7][CH:8]2[CH2:9][CH:10]3[C:11]([CH3:39])([CH2:12][CH:13]([OH:28])[C:14]4([F:27])[C:15]5([CH3:26])[CH:16]=[CH:17][C:18](=[O:25])[CH:19]=[C:20]5[CH:21]([F:24])[CH2:22][CH:23]34)[C:29]2([C:31]([CH2:32][O:33][S:34]([CH3:35])(=[O:36])=[O:37])=[O:38])[CH2:30]1.[I-:41].[Na+:40]>>[CH:1](=[CH2:2])[O:3][C:4](=[O:5])[N:6]1[CH2:7][CH:8]2[CH2:9][CH:10]3[C:11]([CH3:39])([CH2:12][CH:13]([OH:28])[C:14]4([F:27])[C:15]5([CH3:26])[CH:16]=[CH:17][C:18](=[O:25])[CH:19]=[C:20]5[CH:21]([F:24])[CH2:22][CH:23]34)[C:29]2([C:31]([CH3:32])=[O:38])[CH2:30]1. Reactants: CCOc1nsc(C(=O)O)c1Br, O=S(Cl)Cl. Yields the product CCOc1nsc(C(=O)Cl)c1Br. RXN SMILES: [CH2:1]([CH3:2])[O:3][c:4]1[n:5][s:6][c:7]([C:10](=[O:11])[OH:12])[c:8]1[Br:9].[S:13]([Cl:14])([Cl:15])=[O:16]>>[CH2:1]([CH3:2])[O:3][c:4]1[n:5][s:6][c:7]([C:10](=[O:12])[Cl:15])[c:8]1[Br:9]. Reactants: Cl.NCC(=O)C1=CC=C(C=C1)OC (2-amino-4′-methoxyacetophenone hydrochloride), COC(C1=CC=C(C(=O)O)C=C1)=O (terephthalic acid monomethyl ester). Run in N1=CC=CC=C1 (pyridine), C(C)N(CC)CC (triethylamine), ClCCl (dichloromethane), ClCCl (dichloromethane), ClCCl (dichloromethane). Reaction conditions: time 3 hour. The product is COC(=O)C1=CC=C(C(=O)NCC(=O)C2=CC=C(C=C2)OC)C=C1 (2-(4-methoxycarbonyl-benzamido)-4′-methoxyacetophenone). Isolated yield 92.1%. RXN SMILES: Cl.[NH2:2][CH2:3][C:4]([C:6]1[CH:11]=[CH:10][C:9]([O:12][CH3:13])=[CH:8][CH:7]=1)=[O:5].[CH3:14][O:15][C:16](=[O:26])[C:17]1[CH:25]=[CH:24][C:20]([C:21](O)=[O:22])=[CH:19][CH:18]=1>N1C=CC=CC=1.C(N(CC)CC)C.ClCCl>[CH3:14][O:15][C:16]([C:17]1[CH:25]=[CH:24][C:20]([C:21]([NH:2][CH2:3][C:4]([C:6]2[CH:11]=[CH:10][C:9]([O:12][CH3:13])=[CH:8][CH:7]=2)=[O:5])=[O:22])=[CH:19][CH:18]=1)=[O:26] |f:0.1|. Procedure: To a solution of 2-amino-4′-methoxyacetophenone hydrochloride (5.33 g) in pyridine (4.28 ml), triethylamine (3.68 ml) and dichloromethane (50 ml) was added dropwise a solution of terephthalic acid monomethyl ester (5.25 g) in dichloromethane (10 ml) at 0° C. The reaction mixture was allowed to warm to room temperature, and stirred for 3 hours. To the reaction mixture was added dichloromethane (200 ml), washed with 1N-sodium hydroxide (100 ml×2), saturated hydrogen carbonate aqueous solution (100... The reactants are Fc1ccccc1Br, C#CCCCCCCCCCC, C1CCOC1. Yields the product CCCCCCCCCCC#Cc1ccccc1F. RXN SMILES: [Br:1][c:2]1[c:3]([F:8])[cH:4][cH:5][cH:6][cH:7]1.[CH:9]#[C:10][CH2:11][CH2:12][CH2:13][CH2:14][CH2:15][CH2:16][CH2:17][CH2:18][CH2:19][CH3:20].[O:21]1[CH2:22][CH2:23][CH2:24][CH2:25]1>>[c:2]1([C:9]#[C:10][CH2:11][CH2:12][CH2:13][CH2:14][CH2:15][CH2:16][CH2:17][CH2:18][CH2:19][CH3:20])[c:3]([F:8])[cH:4][cH:5][cH:6][cH:7]1. Reactants: BrC1=CC=C(C=C1)C1(CCNCC1)C#N (4-(4-bromophenyl)piperidine-4-carbonitrile), C(N)(OC(C)(C)C)=O (tert-butyl carbamate), CC1(C2=C(C(=CC=C2)P(C3=CC=CC=C3)C4=CC=CC=C4)OC5=C(C=CC=C51)P(C6=CC=CC=C6)C7=CC=CC=C7)C (XantPhos), C(=O)([O-])[O-].[Cs+].[Cs+] (Cs2CO3). Reagents/catalysts: C=1C=CC(=CC1)/C=C/C(=O)/C=C/C2=CC=CC=C2.C=1C=CC(=CC1)/C=C/C(=O)/C=C/C2=CC=CC=C2.C=1C=CC(=CC1)/C=C/C(=O)/C=C/C2=CC=CC=C2.[Pd].[Pd] (Pd2(dba)3). Solvent: O1CCOCC1 (dioxane). Reaction conditions: temperature 115 celsius, time 8 hour. Yields the product C(#N)C1(CCNCC1)C1=CC=C(C=C1)NC(OC(C)(C)C)=O (tert-butyl 4-(4-cyanopiperidin-4-yl)phenylcarbamate). The yield is 38.9%. RXN SMILES: Br[C:2]1[CH:7]=[CH:6][C:5]([C:8]2([C:14]#[N:15])[CH2:13][CH2:12][NH:11][CH2:10][CH2:9]2)=[CH:4][CH:3]=1.[C:16](=[O:23])([O:18][C:19]([CH3:22])([CH3:21])[CH3:20])[NH2:17].CC1(C)C2C(=C(P(C3C=CC=CC=3)C3C=CC=CC=3)C=CC=2)OC2C(P(C3C=CC=CC=3)C3C=CC=CC=3)=CC=CC1=2.C([O-])([O-])=O.[Cs+].[Cs+]>O1CCOCC1.C1C=CC(/C=C/C(/C=C/C2C=CC=CC=2)=O)=CC=1.C1C=CC(/C=C/C(/C=C/C2C=CC=CC=2)=O)=CC=1.C1C=CC(/C=C/C(/C=C/C2C=CC=CC=2)=O)=CC=1.[Pd].[Pd]>[C:14]([C:8]1([C:5]2[CH:6]=[CH:7][C:2]([NH:17][C:16](=[O:23])[O:18][C:19]([CH3:22])([CH3:21])[CH3:20])=[CH:3][CH:4]=2)[CH2:13][CH2:12][NH:11][CH2:10][CH2:9]1)#[N:15] |f:3.4.5,7.8.9.10.11|. Procedure: The mixture of 4-(4-bromophenyl)piperidine-4-carbonitrile (347, 520 mg, 1.96 mmol), tert-butyl carbamate (460 mg, 3.92 mmol), Pd2(dba)3 (180 mg, 0.20 mmol), XantPhos (350 mg, 0.60 mmol), fine-powder Cs2CO3 (1.96 g, 6.0 mmol) in 30 mL dioxane was degassed using N2 stream for 5 min and stirred in 115° C. bath in N2 atmosphere for overnight. It was cooled to RT, diluted with EtOAc 200 mL and filtered. The filtrate was concentrated in vacuo and subjected to silica flash column using 0 to 30% MeOH in... Yields the product CSc1nc2ccccc2n1-c1nc(Cl)nc(N2CCOCC2)n1. RXN SMILES: [CH3:1][S:2][c:3]1[n:4][c:5]2[c:6]([nH:7]1)[cH:8][cH:9][cH:10][cH:11]2.[Cl:12][c:13]1[n:14][c:15]([N:20]2[CH2:21][CH2:22][O:23][CH2:24][CH2:25]2)[n:16][c:17]([Cl:19])[n:18]1.[K+:26].[K+:27].[O-:28][C:29]([O-:30])=[O:31].[O:32]=[CH:33][N:34]([CH3:35])[CH3:36].[OH2:37]>>[CH3:1][S:2][c:3]1[n:4][c:5]2[c:6]([n:7]1-[c:17]1[n:16][c:15]([N:20]3[CH2:21][CH2:22][O:23][CH2:24][CH2:25]3)[n:14][c:13]([Cl:12])[n:18]1)[cH:8][cH:9][cH:10][cH:11]2. The reactants are CSc1nc2ccccc2[nH]1, Clc1nc(Cl)nc(N2CCOCC2)n1, [K+], [K+], O=C([O-])[O-], CN(C)C=O, O. Starting materials: BrC=1C=C2C(=CNC2=CC1)SC1=CC=C(C=C1)F (5-Bromo-3-(4-fluoro-phenylsulfanyl)-1H-indole), O (water), OO (hydrogen peroxide), C([O-])([O-])=O.[Na+].[Na+] (sodium carbonate). The solvent is C(=O)O (formic acid). Conditions: time 1 hour. Product: BrC=1C=C2C(=CNC2=CC1)S(=O)(=O)C1=CC=C(C=C1)F (5-Bromo-3-(4-fluoro-benzenesulfonyl)-1H-indole). As a reaction SMILES: [Br:1][C:2]1[CH:3]=[C:4]2[C:8](=[CH:9][CH:10]=1)[NH:7][CH:6]=[C:5]2[S:11][C:12]1[CH:17]=[CH:16][C:15]([F:18])=[CH:14][CH:13]=1.OO.C(=O)([O-])[O-:22].[Na+].[Na+].[OH2:27]>C(O)=O>[Br:1][C:2]1[CH:3]=[C:4]2[C:8](=[CH:9][CH:10]=1)[NH:7][CH:6]=[C:5]2[S:11]([C:12]1[CH:17]=[CH:16][C:15]([F:18])=[CH:14][CH:13]=1)(=[O:22])=[O:27] |f:2.3.4|. Procedure details: The 5-Bromo-3-(4-fluoro-phenylsulfanyl)-1H-indole (1.34 g, 4.16 mmol) from Step 1 was suspended in formic acid (20 mL). To this was added 30% hydrogen peroxide (0.94 g, 8.3 mmole). The reaction mixture was stirred at room temperature for 1 hour. The mixture was diluted with 80 mL water and extracted with 100 mL ethyl acetate. The organic phase was washed with 1.5M sodium carbonate (20 mL, 30 mmol), dried (magnesium sulfate), and concentrated under reduced pressure. The residue was recrystallized... Starting materials: n1(nc(c(c1C#N)[Sn](C)(C)C)CN(C)C(=O)OC(C)(C)C)C, Cl[Cu], c1(c(nc(c(c1)Br)Br)N)OC. The reagents and catalysts are c1ccc(cc1)-c2c3ccccc3cc4ccccc24 (9-Phenylanthracene), [Li+].[Cl-] (LiCl), C1(C(C(C(C1c1ccccc1)c1ccccc1)c1ccccc1)c1ccccc1)c1ccccc1.P(C(C)(C)C)(C(C)(C)C)C1CCCC1.C1(C(C(C(C1c1ccccc1)c1ccccc1)c1ccccc1)c1ccccc1)c1ccccc1.P(C(C)(C)C)(C(C)(C)C)C1CCCC1.[Fe].[Fe].[Pd] (Pd(QPhos)2). The solvent is CS(=O)C (DMSO), [Li+].[Cl-] (LiCl). Conditions: temperature 25 celsius, time 18 hour. Product: COc1cc(Br)c(nc1N)c2c(CN(C)C(=O)OC(C)(C)C)nn(C)c2C#N. Reaction SMILES: Cl[Cu].[CH3:1][N:2]([C:12]([O:14][C:15]([CH3:18])([CH3:17])[CH3:16])=[O:13])[CH2:3][c:4]1[c:11]([Sn](C)(C)C)[c:8]([C:9]#[N:10])[n:6]([CH3:7])[n:5]1.[CH3:19][O:20][c:21]1[c:27]([NH2:28])[n:26][c:25](Br)[c:23]([Br:24])[cH:22]1>>[CH3:19][O:20][c:21]1[c:27]([NH2:28])[n:26][c:25]([c:11]2[c:8]([C:9]#[N:10])[n:6]([CH3:7])[n:5][c:4]2[CH2:3][N:2]([C:12]([O:14][C:15]([CH3:18])([CH3:17])[CH3:16])=[O:13])[CH3:1])[c:23]([Br:24])[cH:22]1.